This data is from the Open Reaction Database (ORD), a public repository of structured organic reaction records. The task is: describe an organic reaction: reactants, conditions, products, and yield Reactants: C1COCCN1, O=C(O)CC1CSC(c2cc3cccc(NC4CCCC4)c3[nH]2)=N1. RXN SMILES: [CH2:25]1[CH2:26][O:27][CH2:28][CH2:29][NH:30]1.[CH:1]1([NH:6][c:7]2[cH:8][cH:9][cH:10][c:11]3[cH:12][c:13]([C:16]4=[N:20][CH:19]([CH2:21][C:22](=[O:23])[OH:24])[CH2:18][S:17]4)[nH:14][c:15]23)[CH2:2][CH2:3][CH2:4][CH2:5]1>>[CH:1]1([NH:6][c:7]2[cH:8][cH:9][cH:10][c:11]3[cH:12][c:13]([C:16]4=[N:20][CH:19]([CH2:21][C:22](=[O:23])[N:30]5[CH2:25][CH2:26][O:27][CH2:28][CH2:29]5)[CH2:18][S:17]4)[nH:14][c:15]23)[CH2:2][CH2:3][CH2:4][CH2:5]1. Yields the product O=C(CC1CSC(c2cc3cccc(NC4CCCC4)c3[nH]2)=N1)N1CCOCC1.